This data is from the Open Reaction Database (ORD), a public repository of structured organic reaction records. The task is: describe an organic reaction: reactants, conditions, products, and yield Reactants: CC(=O)OI1(C2=CC=CC=C2C(=O)O1)(OC(=O)C)OC(=O)C (1,1,1-Tris(acetyloxy)-1,1-dihydro-1,2-benziodoxol-3-(1H)-one), ClC1=NC=NC(=C1C(C)O)Cl (1-(4,6-dichloro-pyrimidin-5-yl)-ethanol), C([O-])(O)=O.[Na+] (sodium bicarbonate). The solvent is ClCCl (dichloromethane). Conditions: temperature 0 celsius, time 5 minute. Product: ClC1=NC=NC(=C1C(C)=O)Cl (1-(4,6-dichloro-pyrimidin-5-yl)-ethanone). Isolated yield 93.5%. As a reaction SMILES: CC(OI1(OC(C)=O)(OC(C)=O)OC(=O)C2C1=CC=CC=2)=O.[Cl:23][C:24]1[C:29]([CH:30]([OH:32])[CH3:31])=[C:28]([Cl:33])[N:27]=[CH:26][N:25]=1.C(=O)(O)[O-].[Na+]>ClCCl>[Cl:33][C:28]1[C:29]([C:30](=[O:32])[CH3:31])=[C:24]([Cl:23])[N:25]=[CH:26][N:27]=1 |f:2.3|. Reported procedure: 1,1,1-Tris(acetyloxy)-1,1-dihydro-1,2-benziodoxol-3-(1H)-one (Dess-Martin periodinane; 1.3 g, 3.1 mmol) was added to a solution of 1-(4,6-dichloro-pyrimidin-5-yl)-ethanol (from Step 1; 540 mg, 2.8 mmol) in dichloromethane at 0° C. under nitrogen. The reaction mixture was stirred at 0° C. for 5 min and then at room temperature for 90 min. Saturated aqueous sodium bicarbonate solution was added and the mixture was extracted with dichloromethane (3×50 mL). The organic layers were washed with water ...